Dataset: the Open Reaction Database (ORD), a public repository of structured organic reaction records. Task: describe an organic reaction: reactants, conditions, products, and yield Reactants: C=CC1=CC=CC=C1 (styrene), C(C=C)(=O)OC (methyl acrylate), C(C=C)(=O)O (acrylic acid), C=CC1=CC=CC=C1.C=CC(=O)O (Joncryl 67), O1CCCC=C1 (3,4-dihydro-2H-pyran), Cl.N1=CC=CC=C1 (pyridine hydrochloride). The product is C=CC1=CC=CC=C1 (styrene), C(C=C)(=O)OC (methyl acrylate), C(C=C)(=O)OC1OCCCC1 (tetrahydropyranyl acrylate). RXN SMILES: [CH2:1]=[CH:2][C:3]1[CH:8]=[CH:7][CH:6]=[CH:5][CH:4]=1.[C:9]([O:13][CH3:14])(=[O:12])[CH:10]=[CH2:11].[C:15]([OH:19])(=[O:18])[CH:16]=[CH2:17].C=CC1C=CC=CC=1.C=CC(O)=O.[O:33]1[CH:38]=[CH:37][CH2:36][CH2:35][CH2:34]1.Cl.N1C=CC=CC=1>>[CH2:1]=[CH:2][C:3]1[CH:8]=[CH:7][CH:6]=[CH:5][CH:4]=1.[C:9]([O:13][CH3:14])(=[O:12])[CH:10]=[CH2:11].[C:15]([O:19][CH:34]1[CH2:35][CH2:36][CH2:37][CH2:38][O:33]1)(=[O:18])[CH:16]=[CH2:17] |f:3.4,6.7|. Reported procedure: Using the procedure of Example 6, reaction of 10 g of poly(styrene [55 wt %], methyl acrylate [20 wt %], acrylic acid [25 wt %]) (Joncryl 67), 125 mL of 3,4-dihydro-2H-pyran, and 0.1 g of pyridine hydrochloride gave 10 g of poly(styrene, methyl acrylate, tetrahydropyranyl acrylate) after precipitation from dichloromethane in methanol at -70° C. 1H NMR (360 MHz, THF-d8): 5.9 (OCHO of tetrahydropyranyl ester). Mole ratio of styrene to tetrahydropyranyl ester=1.8:1. GPC: Mn=6260, Mw=15,900, Mw/Mn=2... Starting materials: C1CCOC1, SC1CCCC1, CCOC(=O)c1c(C(F)(F)F)nc(C(F)F)c(C(=O)OC)c1Cl. Product: CCOC(=O)c1c(C(F)(F)F)nc(C(F)F)c(C(=O)OC)c1SC1CCCC1. RXN SMILES: [CH2:30]1[O:31][CH2:32][CH2:33][CH2:34]1.[CH:24]1([SH:29])[CH2:25][CH2:26][CH2:27][CH2:28]1.[F:1][CH:2]([c:3]1[c:4]([C:19](=[O:20])[O:21][CH3:22])[c:5]([Cl:18])[c:6]([C:13](=[O:14])[O:15][CH2:16][CH3:17])[c:7]([C:9]([F:10])([F:11])[F:12])[n:8]1)[F:23]>>[F:1][CH:2]([c:3]1[c:4]([C:19](=[O:20])[O:21][CH3:22])[c:5]([S:29][CH:24]2[CH2:25][CH2:26][CH2:27][CH2:28]2)[c:6]([C:13](=[O:14])[O:15][CH2:16][CH3:17])[c:7]([C:9]([F:10])([F:11])[F:12])[n:8]1)[F:23]. Starting materials: COC(=O)CCCCCNc1ncnc2oc(Br)c(-c3ccc(OC)cc3)c12, COCCOC, COc1cccc(F)c1B(O)O, [Na+], [Na+], O=C([O-])[O-]. The product is COC(=O)CCCCCNc1ncnc2oc(-c3c(F)cccc3OC)c(-c3ccc(OC)cc3)c12. As a reaction SMILES: [CH3:1][O:2][C:3]([CH2:4][CH2:5][CH2:6][CH2:7][CH2:8][NH:9][c:10]1[c:11]2[c:12]([n:13][cH:14][n:15]1)[o:16][c:17]([Br:27])[c:18]2-[c:19]1[cH:20][cH:21][c:22]([O:25][CH3:26])[cH:23][cH:24]1)=[O:28].[CH3:47][O:48][CH2:49][CH2:50][O:51][CH3:52].[F:29][c:30]1[c:31]([B:38]([OH:39])[OH:40])[c:32]([O:36][CH3:37])[cH:33][cH:34][cH:35]1.[Na+:41].[Na+:42].[O-:43][C:44](=[O:45])[O-:46]>>[CH3:1][O:2][C:3]([CH2:4][CH2:5][CH2:6][CH2:7][CH2:8][NH:9][c:10]1[c:11]2[c:12]([n:13][cH:14][n:15]1)[o:16][c:17](-[c:31]1[c:30]([F:29])[cH:35][cH:34][cH:33][c:32]1[O:36][CH3:37])[c:18]2-[c:19]1[cH:20][cH:21][c:22]([O:25][CH3:26])[cH:23][cH:24]1)=[O:28]. The reactants are step-ii, COC1=CC=C(OCCCOC2=C(C=C(C=C2)B2OC(C(O2)(C)C)(C)C)NS(=O)(=O)C)C=C1 (N-(2-(3-(4-methoxyphenoxyl)propoxy)-5-(4,4,5,5-tetramethyl-1,3,2-dioxaborolan-2-yl)phenyl)methanesulfonamide), C([O-])([O-])=O.[Na+].[Na+] (sodium carbonate), BrC=1C=C2C(=NC1)N(C=C2C=2C(=NN(C2C)CC2=CC(=CC=C2)F)C)S(=O)(=O)C2=CC=C(C)C=C2 (5-bromo-3-(1-(3-fluorobenzyl)-3,5-dimethyl-1H-pyrazol-4-yl)-1-tosyl-1H-pyrrolo[2,3-b]pyridine), COC1=CC=C(OCCCOC2=C(C=C(C=C2)B2OC(C(O2)(C)C)(C)C)NS(=O)(=O)C)C=C1 (N-(2-(3-(4-methoxyphenoxyl)propoxy)-5-(4,4,5,5-tetramethyl-1,3,2-dioxaborolan-2-yl)phenyl)methanesulfonamide), COCCOC.O (1,2-dimethoxy ethane water). Product: FC=1C=C(CN2N=C(C(=C2C)C2=CN(C3=NC=C(C=C32)C=3C=CC(=C(C3)NS(=O)(=O)C)OCCCOCC3=CC=C(C=C3)OC)S(=O)(=O)C3=CC=C(C)C=C3)C)C=CC1 (N-(5-(3-(1-(3-fluorobenzyl)-3,5-dimethyl-1H-pyrazol-4-yl)-1-tosyl-1H-pyrrolo[2,3-b]pyridin-5-yl)-2-(3-((4-methoxybenzyl)oxy)prop oxy)phenyl)methanesulfonamide). The yield is 41.0%. Reaction SMILES: Br[C:2]1[CH:3]=[C:4]2[C:10]([C:11]3[C:12]([CH3:25])=[N:13][N:14]([CH2:17][C:18]4[CH:23]=[CH:22][CH:21]=[C:20]([F:24])[CH:19]=4)[C:15]=3[CH3:16])=[CH:9][N:8]([S:26]([C:29]3[CH:35]=[CH:34][C:32]([CH3:33])=[CH:31][CH:30]=3)(=[O:28])=[O:27])[C:5]2=[N:6][CH:7]=1.CO[C:38]1[CH:68]=[CH:67][C:41]([O:42][CH2:43][CH2:44][CH2:45][O:46][C:47]2[CH:52]=[CH:51][C:50](B3OC(C)(C)C(C)(C)O3)=[CH:49][C:48]=2[NH:62][S:63]([CH3:66])(=[O:65])=[O:64])=[CH:40][CH:39]=1.[C:69](=[O:72])([O-])[O-].[Na+].[Na+].[CH3:75]OCCOC.O>>[F:24][C:20]1[CH:19]=[C:18]([CH:23]=[CH:22][CH:21]=1)[CH2:17][N:14]1[C:15]([CH3:16])=[C:11]([C:10]2[C:4]3[C:5](=[N:6][CH:7]=[C:2]([C:50]4[CH:51]=[CH:52][C:47]([O:46][CH2:45][CH2:44][CH2:43][O:42][CH2:41][C:40]5[CH:39]=[CH:38][C:68]([O:72][CH3:69])=[CH:67][CH:75]=5)=[C:48]([NH:62][S:63]([CH3:66])(=[O:64])=[O:65])[CH:49]=4)[CH:3]=3)[N:8]([S:26]([C:29]3[CH:35]=[CH:34][C:32]([CH3:33])=[CH:31][CH:30]=3)(=[O:27])=[O:28])[CH:9]=2)[C:12]([CH3:25])=[N:13]1 |f:2.3.4,5.6|. Procedure details: Using similar reaction conditions as described in step-ii of example-1, 5-bromo-3-(1-(3-fluorobenzyl)-3,5-dimethyl-1H-pyrazol-4-yl)-1-tosyl-1H-pyrrolo[2,3-b]pyridine (step-i of example-14) (200 mg, 0.3 mmol) was coupled with N-(2-(3-(4-methoxyphenoxyl)propoxy)-5-(4,4,5,5-tetramethyl-1,3,2-dioxaborolan-2-yl)phenyl)methanesulfonamide (intermediate 29) (160 mg, 0.3 mmol) in sodium carbonate (120 mg, 1 mmol) PdCl2 (dppf) (14 mg, 0.001 mmol), 1,2-dimethoxy ethane/water (2/2 mL) to afford 120 mg (41% ...